Dataset: the Open Reaction Database (ORD), a public repository of structured organic reaction records. Task: describe an organic reaction: reactants, conditions, products, and yield Reactants: ClC1=CC(=C(C=C1)N(C)CCCN(C)C)[N+](=O)[O-] (4-chloro-N-(3-(dimethylamino)propyl)-N-methyl-2-nitrobenzenamine). Reagents/catalysts: [Ni] (Ni). Run in CCO (EtOH), O (water). Reaction conditions: time 5 hour. Product: ClC=1C=C(C(=CC1)N(C)CCCN(C)C)N (4-chloro-N1-(3-(dimethylamino)propyl)-N1-methylbenzene-1,2-diamine). Reaction SMILES: [Cl:1][C:2]1[CH:7]=[CH:6][C:5]([N:8]([CH2:10][CH2:11][CH2:12][N:13]([CH3:15])[CH3:14])[CH3:9])=[C:4]([N+:16]([O-])=O)[CH:3]=1>CCO.O.[Ni]>[Cl:1][C:2]1[CH:3]=[C:4]([NH2:16])[C:5]([N:8]([CH2:10][CH2:11][CH2:12][N:13]([CH3:15])[CH3:14])[CH3:9])=[CH:6][CH:7]=1. Procedure details: To 4-chloro-N-(3-(dimethylamino)propyl)-N-methyl-2-nitrobenzenamine (4.0 g, 15 mmol) in EtOH (80 ml) and water (10 ml) was added Raney-Ni (10 g). The mixture was stirred for 5 hours at RT, filtered through a pad of Celite and concentrated to yield 4-chloro-N1-(3-(dimethylamino)propyl)-N1-methylbenzene-1,2-diamine as a deep red oil. MS m/z=242 [M+H+. Calc'd for C12H20ClN3: 241.77.